This data is from the Open Reaction Database (ORD), a public repository of structured organic reaction records. The task is: describe an organic reaction: reactants, conditions, products, and yield As a reaction SMILES: [BrH:35].[CH2:43]([O:44][CH2:45][CH3:46])[CH3:47].[CH3:36][C:37](=[O:38])[OH:39].[CH3:40][C:41]#[N:42].[CH:1](=[O:2])[c:3]1[c:4]([C:5](=[O:6])[OH:7])[cH:8][c:9]([O:14][CH3:15])[c:10]([O:12][CH3:13])[cH:11]1.[c:16]1([P:22]([c:23]2[cH:24][cH:25][cH:26][cH:27][cH:28]2)[c:29]2[cH:30][cH:31][cH:32][cH:33][cH:34]2)[cH:17][cH:18][cH:19][cH:20][cH:21]1>>[CH:1]1([PH2:22]([c:16]2[cH:17][cH:18][cH:19][cH:20][cH:21]2)([c:23]2[cH:24][cH:25][cH:26][cH:27][cH:28]2)[c:29]2[cH:30][cH:31][cH:32][cH:33][cH:34]2)[c:3]2[c:4]([cH:8][c:9]([O:14][CH3:15])[c:10]([O:12][CH3:13])[cH:11]2)[C:5](=[O:6])[O:7]1. Product: COc1cc2c(cc1OC)C([PH2](c1ccccc1)(c1ccccc1)c1ccccc1)OC2=O. The reactants are Br, CCOCC, CC(=O)O, CC#N, COc1cc(C=O)c(C(=O)O)cc1OC, c1ccc(P(c2ccccc2)c2ccccc2)cc1. Reaction SMILES: [CH2:1]([CH3:2])[O:3][C:4]([CH:5]([CH2:6][CH2:7][CH2:8][CH2:9][CH2:10][CH2:11][CH2:12][CH2:13][CH2:14][CH2:15][CH2:16][CH2:17][CH2:18][CH2:19][CH2:20][CH2:21][CH2:22][CH3:23])[N:24]=[C:25]([c:26]1[cH:27][cH:28][cH:29][cH:30][cH:31]1)[c:32]1[cH:33][cH:34][cH:35][cH:36][cH:37]1)=[O:38].[CH2:43]1[O:44][CH2:45][CH2:46][CH2:47]1.[CH3:39][CH2:40][OH:41].[ClH:42]>>[CH2:1]([CH3:2])[O:3][C:4]([CH:5]([CH2:6][CH2:7][CH2:8][CH2:9][CH2:10][CH2:11][CH2:12][CH2:13][CH2:14][CH2:15][CH2:16][CH2:17][CH2:18][CH2:19][CH2:20][CH2:21][CH2:22][CH3:23])[NH2:24])=[O:38].[ClH:42]. Starting materials: CCCCCCCCCCCCCCCCCCC(N=C(c1ccccc1)c1ccccc1)C(=O)OCC, C1CCOC1, CCO, Cl. Product: CCCCCCCCCCCCCCCCCCC(N)C(=O)OCC, Cl. Reactants: CCOC(=O)C(N)C(C(F)(F)F)C(F)(F)F, O=S(=O)(Cl)c1ccc(Cl)c(F)c1, CC(Cl)Cl, c1ccncc1. The product is CCOC(=O)C(NS(=O)(=O)c1ccc(Cl)c(F)c1)C(C(F)(F)F)C(F)(F)F. Reaction SMILES: [CH2:13]([CH3:14])[O:15][C:16]([CH:17]([CH:18]([C:19]([F:20])([F:21])[F:22])[C:23]([F:24])([F:25])[F:26])[NH2:27])=[O:28].[Cl:1][c:2]1[c:3]([F:12])[cH:4][c:5]([S:8](=[O:9])(=[O:10])[Cl:11])[cH:6][cH:7]1.[Cl:35][CH:36]([Cl:37])[CH3:38].[cH:29]1[cH:30][cH:31][n:32][cH:33][cH:34]1>>[Cl:1][c:2]1[c:3]([F:12])[cH:4][c:5]([S:8](=[O:9])(=[O:10])[NH:27][CH:17]([C:16]([O:15][CH2:13][CH3:14])=[O:28])[CH:18]([C:19]([F:20])([F:21])[F:22])[C:23]([F:24])([F:25])[F:26])[cH:6][cH:7]1. Reactants: C(\C=C\CCCCCC)(=O)Cl (Trans-2-nonenoyl chloride), [Li] (lithium). The solvent is COCCOCCOC (diglyme), COCCOCCOC (diglyme). Reaction conditions: temperature -78 celsius. Product: C(\C=C\CCCCCC)=O (trans-2-nonenal). RXN SMILES: [C:1](Cl)(=[O:10])/[CH:2]=[CH:3]/[CH2:4][CH2:5][CH2:6][CH2:7][CH2:8][CH3:9].[Li]>COCCOCCOC>[CH:1](=[O:10])/[CH:2]=[CH:3]/[CH2:4][CH2:5][CH2:6][CH2:7][CH2:8][CH3:9] |^1:11|. Procedure: Trans-2-nonenoyl chloride (170 g, 1 mole) is dissolved in 500 ml of diglyme and placed in a flask fitted with a mechanical stirrer, dripping funnel, low temperature thermometer and nitrogen inlet and outlet. The flask is flushed with nitrogen and cooled to -78°C in a dry ice acetone bath. To the flask, lithium tri-t-butoxyaluminohydried (254 g, 1 mole) in 1000 ml of diglyme is added over a period of 7 hours. The cooling bath is removed and the contents of the flask are allowed to warm to room te... The reactants are FC1=CC(=C(C=C1F)C1=C(C=NC=C1)NCC(F)(F)F)OC ([4-(4,5-difluoro-2-methoxy-phenyl)-pyridin-3-yl]-(2,2,2-trifluoro-ethyl)-amine), CS(=O)(=O)C=1C=C(C(=O)O)C=C(C1)C(F)(F)F (3-methanesulfonyl-5-trifluoromethyl-benzoic acid). Yields the product FC1=CC(=C(C=C1F)C1=C(C=NC=C1)N(C(C1=CC(=CC(=C1)C(F)(F)F)S(=O)(=O)C)=O)CC(F)(F)F)OC (N-[4-(4,5-Difluoro-2-methoxy-phenyl)-pyridin-3-yl]-3-methanesulfonyl-N-(2,2,2-trifluoro-ethyl)-5-trifluoromethyl-benzamide). As a reaction SMILES: [F:1][C:2]1[C:7]([F:8])=[CH:6][C:5]([C:9]2[CH:14]=[CH:13][N:12]=[CH:11][C:10]=2[NH:15][CH2:16][C:17]([F:20])([F:19])[F:18])=[C:4]([O:21][CH3:22])[CH:3]=1.[CH3:23][S:24]([C:27]1[CH:28]=[C:29]([CH:33]=[C:34]([C:36]([F:39])([F:38])[F:37])[CH:35]=1)[C:30](O)=[O:31])(=[O:26])=[O:25]>>[F:1][C:2]1[C:7]([F:8])=[CH:6][C:5]([C:9]2[CH:14]=[CH:13][N:12]=[CH:11][C:10]=2[N:15]([CH2:16][C:17]([F:18])([F:19])[F:20])[C:30](=[O:31])[C:29]2[CH:33]=[C:34]([C:36]([F:39])([F:37])[F:38])[CH:35]=[C:27]([S:24]([CH3:23])(=[O:26])=[O:25])[CH:28]=2)=[C:4]([O:21][CH3:22])[CH:3]=1. Reported procedure: The title compound was prepared in analogy to example 90, from [4-(4,5-difluoro-2-methoxy-phenyl)-pyridin-3-yl]-(2,2,2-trifluoro-ethyl)-amine (example 132, intermediate a) and 3-methanesulfonyl-5-trifluoromethyl-benzoic acid (example 114, intermediate a) after a reaction time of 72 hours. The compound was purified by silica gel chromatography using a MPLC system (CombiFlash Companion, Isco Inc.) eluting with a gradient of CH2Cl2: EtOAc (100:0 to 85:15). Light brown foam (21%). MS (ESI): m/z=569.... The reactants are CC(C)C(=O)Cl, [Li]CCCC, CC(C)NC(C)C, O=C1CCc2ccc(OCCCCN3CCN(c4cccc(Cl)c4Cl)CC3)cc2N1, C1CCOC1. Yields the product CC(C)C(=O)N1C(=O)CCc2ccc(OCCCCN3CCN(c4cccc(Cl)c4Cl)CC3)cc21. As a reaction SMILES: [C:43]([CH:44]([CH3:45])[CH3:46])(=[O:47])[Cl:48].[CH3:8][CH2:9][CH2:10][CH2:11][Li:12].[CH:1]([NH:2][CH:3]([CH3:4])[CH3:5])([CH3:6])[CH3:7].[Cl:13][c:14]1[cH:15][cH:16][cH:17][c:18]([N:19]2[CH2:20][CH2:21][N:22]([CH2:23][CH2:24][CH2:25][CH2:26][O:27][c:28]3[cH:29][cH:30][c:31]4[c:37]([cH:38]3)[NH:36][C:34](=[O:35])[CH2:33][CH2:32]4)[CH2:39][CH2:40]2)[c:41]1[Cl:42].[O:49]1[CH2:50][CH2:51][CH2:52][CH2:53]1>>[Cl:13][c:14]1[cH:15][cH:16][cH:17][c:18]([N:19]2[CH2:20][CH2:21][N:22]([CH2:23][CH2:24][CH2:25][CH2:26][O:27][c:28]3[cH:29][cH:30][c:31]4[c:37]([cH:38]3)[N:36]([C:43]([CH:44]([CH3:45])[CH3:46])=[O:47])[C:34](=[O:35])[CH2:33][CH2:32]4)[CH2:39][CH2:40]2)[c:41]1[Cl:42].